This data is from the Open Reaction Database (ORD), a public repository of structured organic reaction records. The task is: describe an organic reaction: reactants, conditions, products, and yield The reactants are C1(=CC=CC=C1)COCCC=CC1=CCCOC1 (5-{4-[(phenylmethyl)oxy]-1-buten-1-yl}-3,6-dihydro-2H-pyran), [H][H] (Hydrogen), [H][H] (hydrogen). The reagents and catalysts are [Pd] (palladium on carbon). The solvent is C(C)(=O)OCC (ethyl acetate). Product: O1CC(CCC1)CCCCO (4-(Tetrahydro-2H-pyran-3-yl)-1-butanol). The yield is 92.0%. RXN SMILES: C1(C[O:8][CH2:9][CH2:10][CH:11]=[CH:12][C:13]2[CH2:18][O:17][CH2:16][CH2:15][CH:14]=2)C=CC=CC=1.[H][H]>[Pd].C(OCC)(=O)C>[O:17]1[CH2:16][CH2:15][CH2:14][CH:13]([CH2:12][CH2:11][CH2:10][CH2:9][OH:8])[CH2:18]1. Procedure: A solution of 5-{4-[(phenylmethyl)oxy]-1-buten-1-yl}-3,6-dihydro-2H-pyran (2.03 g) and 10% palladium on carbon (88 mg) in ethyl acetate (83 ml) was hydrogenated at atmospheric pressure and room temperature. Hydrogen uptake (˜500 ml) was complete after 15 hours. The catalyst was filtered through celite and the filtrate concentrated in vacuo to afford a colourless oil. Analysis by 1H-NMR showed that the benzyl group was present in the majority of the compound. Hydrogenation was continued under the...